Dataset: the Open Reaction Database (ORD), a public repository of structured organic reaction records. Task: describe an organic reaction: reactants, conditions, products, and yield Run at time 8 hour. Reported procedure: To a solution of 6-aminonicotinic acid methyl ester (4 g) in pyridine (40 ml) is added with stirring 2-methylbenzoyl chloride (6.73 g) under ice-cooling, and the mixture is stirred at room temperature overnight. To the reaction solution is added water, and the precipitated crystals are collected by filtration, and dried to give 6-(2-methylbenzoylamino)nicotinic acid methyl ester (5.7 g) as white powder. As a reaction SMILES: [CH3:1][O:2][C:3](=[O:11])[C:4]1[CH:9]=[CH:8][C:7]([NH2:10])=[N:6][CH:5]=1.[CH3:12][C:13]1[CH:21]=[CH:20][CH:19]=[CH:18][C:14]=1[C:15](Cl)=[O:16].O>N1C=CC=CC=1>[CH3:1][O:2][C:3](=[O:11])[C:4]1[CH:9]=[CH:8][C:7]([NH:10][C:15](=[O:16])[C:14]2[CH:18]=[CH:19][CH:20]=[CH:21][C:13]=2[CH3:12])=[N:6][CH:5]=1. Yield: 80.2%. The solvent is N1=CC=CC=C1 (pyridine). Starting materials: COC(C1=CN=C(C=C1)N)=O (6-aminonicotinic acid methyl ester), CC1=C(C(=O)Cl)C=CC=C1 (2-methylbenzoyl chloride), O (water). The product is COC(C1=CN=C(C=C1)NC(C1=C(C=CC=C1)C)=O)=O (6-(2-methylbenzoylamino)nicotinic acid methyl ester). The reactants are COC=1C=CC2=C(SC(=C2C#N)C2=CC=C(C=C2)OC)C1 (6-methoxy-2-(4-methoxyphenyl)benzo[b]thiophene-3-carbonitrile), N1(CCCCC1)CCOC1=CC=C(C=C1)Br (4-[2-(1-piperidinyl)ethoxy]bromobenzene), C(C)(CC)[Li] (secbutyl lithium), solution. Solvent: O1CCCC1 (tetrahydrofuran), O1CCCC1 (tetrahydrofuran). Run at time 30 minute. The product is COC=1C=CC2=C(SC(C2(C=N)C2=CC=C(C=C2)OCCN2CCCCC2)C2=CC=C(C=C2)OC)C1 (6-Methoxy-2-(4-Methoxyphenyl)-3-[4-[2-(1-Piperidinyl)ethoxy]phenyl]benzo[b]thiophene-3-Methanimine). RXN SMILES: [N:1]1([CH2:7][CH2:8][O:9][C:10]2[CH:15]=[CH:14][C:13](Br)=[CH:12][CH:11]=2)[CH2:6][CH2:5][CH2:4][CH2:3][CH2:2]1.C([Li])(CC)C.[CH3:22][O:23][C:24]1[CH:25]=[CH:26][C:27]2[C:31]([C:32]#[N:33])=[C:30]([C:34]3[CH:39]=[CH:38][C:37]([O:40][CH3:41])=[CH:36][CH:35]=3)[S:29][C:28]=2[CH:42]=1>O1CCCC1>[CH3:22][O:23][C:24]1[CH:25]=[CH:26][C:27]2[C:31]([C:13]3[CH:14]=[CH:15][C:10]([O:9][CH2:8][CH2:7][N:1]4[CH2:6][CH2:5][CH2:4][CH2:3][CH2:2]4)=[CH:11][CH:12]=3)([CH:32]=[NH:33])[CH:30]([C:34]3[CH:35]=[CH:36][C:37]([O:40][CH3:41])=[CH:38][CH:39]=3)[S:29][C:28]=2[CH:42]=1. Procedure details: To 4-[2-(1-piperidinyl)ethoxy]bromobenzene (114.5 mg, 0.357 mmol) in tetrahydrofuran (2 ml) at -78° C. is added secbutyl lithium (0.275 ml of a 1.3 M solution, 0.358 mmol). The resulting solution is stirred at that temperature for 30 minutes, then a solution of 6-methoxy-2-(4-methoxyphenyl)benzo[b]thiophene-3-carbonitrile (98.5 mg, 0.333 mmol) in tetrahydrofuran (1 ml) is added. The resulting mixture is stirred and allowed to warm to room temperature overnight. The reaction is then quenched by a... Reactants: C(C1=CC=CC=C1)N1C2C3CCC(C1CC2)N3 (9-benzyl-9,10-diazatricyclo[4.2.1.12,5]decane), CI (MeI). The solvent is CN(C)C=O (DMF). Reaction conditions: time 2.5 hour. The product is C(C1=CC=CC=C1)N1C2C3CCC(C1CC2)N3C (9-benzyl-10-methyl-9,10-diazatricyclo[4.2.1.12,5]decane). As a reaction SMILES: [CH2:1]([N:8]1[CH:14]2[CH2:15][CH2:16][CH:9]1[CH:10]1[NH:17][CH:13]2[CH2:12][CH2:11]1)[C:2]1[CH:7]=[CH:6][CH:5]=[CH:4][CH:3]=1.[CH3:18]I>CN(C=O)C>[CH2:1]([N:8]1[CH:9]2[CH2:16][CH2:15][CH:14]1[CH:13]1[N:17]([CH3:18])[CH:10]2[CH2:11][CH2:12]1)[C:2]1[CH:3]=[CH:4][CH:5]=[CH:6][CH:7]=1. Procedure: To a cold (0° C.) solution of 9-benzyl-9,10-diazatricyclo[4.2.1.12,5]decane (J. Med. Chem. 2000, 43, 2115-2123) and TEA in an DMF (1-2 ml) was added MeI. The mixture was allowed to warm to rt and stirred for 2-3 h. The rxn mixture was evaporated to dryness and partitioned between ether and satd. NaHCO3 and ether layer separated, washed with brine and dried (Na2SO4). Evaporation of ether afforded 9-benzyl-10-methyl-9,10-diazatricyclo[4.2.1.12,5]decane as a light-brown oil. A stirred suspension of... Reactants: N1=C(N=CC=C1)N1CCN(CC1)S(=O)(=O)N (4-pyrimidin-2-ylpiperazine-1-sulfonamide), C1(CCCCC1)P(C1=C(C=CC=C1)C1=C(C=C(C=C1C(C)C)C(C)C)C(C)C)C1CCCCC1 (2-dicyclohexylphosphino-2′,4′,6′-tri-isopropyl-1,1′-biphenyl), C([O-])([O-])=O.[Cs+].[Cs+] (cesium carbonate), ClC1=NC(=NC(=C1)OC)SCC1=C(C(=CC=C1)F)F (4-Chloro-2-[[(2,3-difluorophenyl)methyl]thio]-6-methoxypyrimidine), ClC1=NC(=NC(=C1)OC)SCC1=C(C(=CC=C1)F)F (4-Chloro-2-[[(2,3-difluorophenyl)methyl]thio]-6-methoxypyrimidine). Reagents/catalysts: C=1C=CC(=CC1)/C=C/C(=O)/C=C/C2=CC=CC=C2.C=1C=CC(=CC1)/C=C/C(=O)/C=C/C2=CC=CC=C2.C=1C=CC(=CC1)/C=C/C(=O)/C=C/C2=CC=CC=C2.[Pd].[Pd] (tris(dibenzylideneacetone)dipalladium). Solvent: O1CCOCC1 (dioxane). Yields the product FC1=C(CSC2=NC(=CC(=N2)NS(=O)(=O)N2CCN(CC2)C2=NC=CC=N2)OC)C=CC=C1F (N-{2-[(2,3-Difluorobenzyl)thio]-6-methoxypyrimidin-4-yl}-4-pyrimidin-2-ylpiperazine-1-sulfonamide). Reaction SMILES: [N:1]1[CH:6]=[CH:5][CH:4]=[N:3][C:2]=1[N:7]1[CH2:12][CH2:11][N:10]([S:13]([NH2:16])(=[O:15])=[O:14])[CH2:9][CH2:8]1.C1(P(C2CCCCC2)C2C=CC=CC=2C2C(C(C)C)=CC(C(C)C)=CC=2C(C)C)CCCCC1.C(=O)([O-])[O-].[Cs+].[Cs+].Cl[C:58]1[CH:63]=[C:62]([O:64][CH3:65])[N:61]=[C:60]([S:66][CH2:67][C:68]2[CH:73]=[CH:72][CH:71]=[C:70]([F:74])[C:69]=2[F:75])[N:59]=1>O1CCOCC1.C1C=CC(/C=C/C(/C=C/C2C=CC=CC=2)=O)=CC=1.C1C=CC(/C=C/C(/C=C/C2C=CC=CC=2)=O)=CC=1.C1C=CC(/C=C/C(/C=C/C2C=CC=CC=2)=O)=CC=1.[Pd].[Pd]>[F:75][C:69]1[C:70]([F:74])=[CH:71][CH:72]=[CH:73][C:68]=1[CH2:67][S:66][C:60]1[N:59]=[C:58]([NH:16][S:13]([N:10]2[CH2:9][CH2:8][N:7]([C:2]3[N:3]=[CH:4][CH:5]=[CH:6][N:1]=3)[CH2:12][CH2:11]2)(=[O:15])=[O:14])[CH:63]=[C:62]([O:64][CH3:65])[N:61]=1 |f:2.3.4,7.8.9.10.11|. Procedure details: The title compound was prepared according to the procedure outlined in example 1 step (iv) using a mixture of 4-pyrimidin-2-ylpiperazine-1-sulfonamide (0.24 g), tris(dibenzylideneacetone)dipalladium (0) (60 mg), 2-dicyclohexylphosphino-2′,4′,6′-tri-isopropyl-1,1′-biphenyl (XPHOS) (31 mg), cesium carbonate (0.32 g) and 4-Chloro-2-[[(2,3-difluorophenyl)methyl]thio]-6-methoxypyrimidine (the product of Example 35, step i) (0.20 g) in dioxane (6 ml). The crude material was purified by column chromato...